This data is from the Open Reaction Database (ORD), a public repository of structured organic reaction records. The task is: describe an organic reaction: reactants, conditions, products, and yield Reactants: FC(C=1C=C(C(=NC1)OC1=CC=C(C=C1)C=CC(C)=O)F)(F)F (1-(4-(5-(trifluoromethyl)-3-fluoro-2-pyridyloxy)phenyl)but-1-en-3-one), C(CC(=O)OCC)(=O)OCC (diethyl malonate). Run in C(C)O (ethanol), [Na] (sodium), C(C)O (ethanol), C(C)O (ethanol). Reaction conditions: time 6 hour. Product: OC1=CC(CC(C1C(=O)OCC)C1=CC=C(C=C1)OC1=NC=C(C=C1F)C(F)(F)F)=O (3-Hydroxy-5-(4-(5-(trifluoromethyl)-3-fluoro-2-pyridyloxy)phenyl)-4-(carboethoxy)cyclohex-2-en-1-one). As a reaction SMILES: [C:1]([O:9][CH2:10][CH3:11])(=[O:8])[CH2:2][C:3]([O:5]CC)=O.[F:12][C:13]([F:34])([F:33])[C:14]1[CH:15]=[C:16]([F:32])[C:17]([O:20][C:21]2[CH:26]=[CH:25][C:24]([CH:27]=[CH:28][C:29](=[O:31])[CH3:30])=[CH:23][CH:22]=2)=[N:18][CH:19]=1>[Na].C(O)C>[OH:5][C:3]1[CH:2]([C:1]([O:9][CH2:10][CH3:11])=[O:8])[CH:27]([C:24]2[CH:23]=[CH:22][C:21]([O:20][C:17]3[C:16]([F:32])=[CH:15][C:14]([C:13]([F:34])([F:33])[F:12])=[CH:19][N:18]=3)=[CH:26][CH:25]=2)[CH2:28][C:29](=[O:31])[CH:30]=1 |^1:34|. Procedure: In a 1.0 liter flask was dissolved 2.4 g (0.104 mol) of freshly cut sodium metal in 10 mL of absolute ethanol. To this solution was added a solution of 15.6 g (0.0975 mol) of diethyl malonate in 25 mL of absolute ethanol followed by a solution of 30.2 g (0.0928 mol) of 1-(4-(5-(trifluoromethyl)-3-fluoro-2-pyridyloxy)phenyl)but-1-en-3-one in 75 mL of absolute ethanol. The mixture was stirred at ambient temperature for 6 hours and a cream colored solid precipitated from the solution. The mixture w...